describe an organic reaction: reactants, conditions, products, and yield From a dataset of the Open Reaction Database (ORD), a public repository of structured organic reaction records. The reactants are N[C@@H]1CN(CC1)C1=CC=C(C=C1)NC1=NC=C(C(=N1)C1=CN=C(N1C(C)C)C)F (N-{4-[(3S)-3-Aminopyrrolidin-1-yl]phenyl}-5-fluoro-4-(1-isopropyl-2-methyl-1H-imidazol-5-yl)pyrimidin-2-amine), C(CO)(=O)O (glycolic acid). The product is FC=1C(=NC(=NC1)NC1=CC=C(C=C1)N1C[C@H](CC1)NC(CO)=O)C1=CN=C(N1C(C)C)C (N-[(3S)-1-(4-{[5-Fluoro-4-(1-isopropyl-2-methyl-1H-imidazol-5-yl)pyrimidin-2-yl]amino}phenyl)pyrrolidin-3-yl]-2-hydroxyacetamide). RXN SMILES: [NH2:1][C@H:2]1[CH2:6][CH2:5][N:4]([C:7]2[CH:12]=[CH:11][C:10]([NH:13][C:14]3[N:19]=[C:18]([C:20]4[N:24]([CH:25]([CH3:27])[CH3:26])[C:23]([CH3:28])=[N:22][CH:21]=4)[C:17]([F:29])=[CH:16][N:15]=3)=[CH:9][CH:8]=2)[CH2:3]1.[C:30](O)(=[O:33])[CH2:31][OH:32]>>[F:29][C:17]1[C:18]([C:20]2[N:24]([CH:25]([CH3:26])[CH3:27])[C:23]([CH3:28])=[N:22][CH:21]=2)=[N:19][C:14]([NH:13][C:10]2[CH:9]=[CH:8][C:7]([N:4]3[CH2:5][CH2:6][C@H:2]([NH:1][C:31](=[O:32])[CH2:30][OH:33])[CH2:3]3)=[CH:12][CH:11]=2)=[N:15][CH:16]=1. Procedure: The title compound was prepared (38 mg, 15%), using a procedure analogous to Example 154, starting from N-{4-[(3S)-3-aminopyrrolidin-1-yl]phenyl}-5-fluoro-4-(1-isopropyl-2-methyl-1H-imidazol-5-yl)pyrimidin-2-amine (Example 153; 220 mg, 0.556 mmol) and glycolic acid (51 mg, 0.667 mmol). NMR: 1.39 (d, 6H), 1.91-2.04 (m, 1H), 2.13-2.25 (m, 1H), 2.44 (s, 3H), 3.04-3.12 (m, 1H), 3.18-3.47 (m, 3H), 3.80 (d, 2H), 4.38-4.47 (m, 1H), 5.32 (t, 1H), 5.40-5.52 (m, 1H), 6.50 (d, 2H), 7.30 (s, 1H), 7.35 (d, 2... Starting materials: COc1ccccc1C(=O)c1cnc2c(C(F)(F)F)cccc2c1-c1ccccc1, Cl, c1ccncc1. The product is O=C(c1ccccc1O)c1cnc2c(C(F)(F)F)cccc2c1-c1ccccc1. As a reaction SMILES: [CH3:1][O:2][c:3]1[c:4]([C:9](=[O:10])[c:11]2[cH:12][n:13][c:14]3[c:15]([C:27]([F:28])([F:29])[F:30])[cH:16][cH:17][cH:18][c:19]3[c:20]2-[c:21]2[cH:22][cH:23][cH:24][cH:25][cH:26]2)[cH:5][cH:6][cH:7][cH:8]1.[ClH:31].[n:32]1[cH:33][cH:34][cH:35][cH:36][cH:37]1>>[OH:2][c:3]1[c:4]([C:9](=[O:10])[c:11]2[cH:12][n:13][c:14]3[c:15]([C:27]([F:28])([F:29])[F:30])[cH:16][cH:17][cH:18][c:19]3[c:20]2-[c:21]2[cH:22][cH:23][cH:24][cH:25][cH:26]2)[cH:5][cH:6][cH:7][cH:8]1.